Dataset: the Open Reaction Database (ORD), a public repository of structured organic reaction records. Task: describe an organic reaction: reactants, conditions, products, and yield The reactants are [Al+3], CC(C)(C)OC(=O)NCc1ccc(C(=O)[O-])cc1, CCOC(C)=O, [H-], [H-], [H-], [H-], [Li+], C1CCOC1. The product is CC(C)(C)OC(=O)NCc1ccc(CO)cc1. As a reaction SMILES: [Al+3:2].[C:7]([CH3:8])([CH3:9])([CH3:10])[O:11][C:12](=[O:13])[NH:14][CH2:15][c:16]1[cH:17][cH:18][c:19]([C:20](=[O:21])[O-:22])[cH:23][cH:24]1.[CH3:25][CH2:26][O:27][C:28](=[O:29])[CH3:30].[H-:1].[H-:4].[H-:5].[H-:6].[Li+:3].[O:31]1[CH2:32][CH2:33][CH2:34][CH2:35]1>>[C:7]([CH3:8])([CH3:9])([CH3:10])[O:11][C:12](=[O:13])[NH:14][CH2:15][c:16]1[cH:17][cH:18][c:19]([CH2:20][OH:21])[cH:23][cH:24]1. Procedure details: A stock solution of N-formyl-(S)-isoserine was prepared by stirring 20 g (124.2 mmoles) of N,O-diformyl-(S)-isoserine in a mixture of methanol (85 ml) and pyridine (15 ml, 1.5 equiv.) at room temperature for 14-16 hrs. The completion of the reaction was judged by 1HNMR. The product is C(=O)NC[C@H](O)C(=O)O (N-formyl-(S)-isoserine). Starting materials: N1=CC=CC=C1 (pyridine), C(=O)NC[C@H](O)C(=O)OC=O (N,O-diformyl-(S)-isoserine). RXN SMILES: [CH:1]([NH:3][CH2:4][C@@H:5]([C:7]([O:9]C=O)=[O:8])[OH:6])=[O:2].N1C=CC=CC=1>CO>[CH:1]([NH:3][CH2:4][C@@H:5]([C:7]([OH:9])=[O:8])[OH:6])=[O:2]. The solvent is CO (methanol). The reactants are [Al+3], C1CCOC1, COc1ccc(C)cc1NS(=O)(=O)c1cc(C(=O)N2CCNC(C)C2)c2occc2c1, Cl, [H-], [H-], [H-], [H-], [Li+]. Yields the product COc1ccc(C)cc1NS(=O)(=O)c1cc(CN2CCNC(C)C2)c2occc2c1, Cl. As a reaction SMILES: [Al+3:33].[CH2:39]1[O:40][CH2:41][CH2:42][CH2:43]1.[CH3:1][O:2][c:3]1[c:4]([NH:10][S:11](=[O:12])(=[O:13])[c:14]2[cH:15][c:16]([C:23](=[O:24])[N:25]3[CH2:26][CH:27]([CH3:31])[NH:28][CH2:29][CH2:30]3)[c:17]3[c:18]([cH:19][cH:20][o:21]3)[cH:22]2)[cH:5][c:6]([CH3:9])[cH:7][cH:8]1.[ClH:38].[H-:32].[H-:35].[H-:36].[H-:37].[Li+:34]>>[CH3:1][O:2][c:3]1[c:4]([NH:10][S:11](=[O:12])(=[O:13])[c:14]2[cH:15][c:16]([CH2:23][N:25]3[CH2:26][CH:27]([CH3:31])[NH:28][CH2:29][CH2:30]3)[c:17]3[c:18]([cH:19][cH:20][o:21]3)[cH:22]2)[cH:5][c:6]([CH3:9])[cH:7][cH:8]1.[ClH:38].